Dataset: the Open Reaction Database (ORD), a public repository of structured organic reaction records. Task: describe an organic reaction: reactants, conditions, products, and yield Reactants: C[N+]1(CCOCC1)[O-] (N-methyl morpholine oxide), C(C)(C)(C)[SiH2]OC(C(CO)=C)(C)C (2-(tert-butyl-dimethyl-silanyloxymethyl)-prop-2-en-1-ol). The reagents and catalysts are [Ru](=O)(=O)(=O)[O-].C(CCC)[N+](CCCC)(CCCC)CCCC (Tetra-n-butyl ammonium per-ruthenate), [Ru](=O)(=O)(=O)[O-].C(CCC)[N+](CCCC)(CCCC)CCCC (Tetra-n-butyl ammonium perruthenate). The solvent is ClCCl (dichloromethane), ClCCl (dichloromethane). Conditions: time 1 hour. Yields the product C(C)(C)(C)[SiH2]OC(C(C=O)=C)(C)C (2-(tert-butyl-dimethyl-silanyloxymethyl)-propenal), oil. The yield is 22.0%. RXN SMILES: [C:1]([SiH2:5][O:6][C:7]([CH3:13])([CH3:12])[C:8](=[CH2:11])[CH2:9][OH:10])([CH3:4])([CH3:3])[CH3:2].C[N+]1([O-])CCOCC1>ClCCl.[Ru]([O-])(=O)(=O)=O.C([N+](CCCC)(CCCC)CCCC)CCC>[C:1]([SiH2:5][O:6][C:7]([CH3:13])([CH3:12])[C:8](=[CH2:11])[CH:9]=[O:10])([CH3:4])([CH3:3])[CH3:2] |f:3.4|. Reported procedure: 2-(Tert-butyl-dimethyl-silanyloxymethyl)-prop-2-en-1-ol (6 g, 29.7 mmol) prepared in example 99a was dissolved in dichloromethane (296 mL) containing both the molecular sieves (4 A) (Aldrich) and N-methyl morpholine oxide (5.2 g, 44.47 mmol). After stirring the mixture for 1 h, (Tetra-n-butyl ammonium perruthenate) (0.47 g, 1.48 mmol) (Aldrich) was added and the reaction mixture was stirred at room temperature for 1 h. Then another batch of (Tetra-n-butyl ammonium per-ruthenate) (0.23 g, 0.74 mm... The reactants are O=C([O-])[O-], CN(C)C=O, [Cl-], CC#CCOc1cc(Cl)ncn1, Oc1c(F)ccc(F)c1F, [K+], [K+], [NH4+]. Yields the product CC#CCOc1cc(Oc2c(F)ccc(F)c2F)ncn1. RXN SMILES: [C:13](=[O:14])([O-:15])[O-:16].[CH3:31][N:32]([CH3:33])[CH:34]=[O:35].[Cl-:29].[Cl:1][c:2]1[n:3][cH:4][n:5][c:6]([O:8][CH2:9][C:10]#[C:11][CH3:12])[cH:7]1.[F:19][c:20]1[c:21]([OH:28])[c:22]([F:27])[cH:23][cH:24][c:25]1[F:26].[K+:17].[K+:18].[NH4+:30]>>[c:2]1([O:28][c:21]2[c:20]([F:19])[c:25]([F:26])[cH:24][cH:23][c:22]2[F:27])[n:3][cH:4][n:5][c:6]([O:8][CH2:9][C:10]#[C:11][CH3:12])[cH:7]1. Reactants: FC1=CC(=CC=2OC(COC21)COS(=O)(=O)C2=CC=C(C=C2)C)S(=O)(=O)C ([5-fluoro-7-(methylsulfonyl)-2,3-dihydro-1,4-benzodioxin-2-yl]methyl-4-methylbenzenesulfonate), ( 8 ), ( 8 ), C(C)NCCC (N-ethylpropan-1-amine), ( 7 ). Procedure details: Preparation according to Example 42 using [5-fluoro-7-(methylsulfonyl)-2,3-dihydro-1,4-benzodioxin-2-yl]methyl-4-methylbenzenesulfonate (0.005 g, 0.012 mmol), N-ethylpropan-1-amine (0.5 ml), ACN (2.5 ml). MS m/z (rel. intensity, 70 eV) 331 (M+, 0.5), 101 (7), 100 (bp), 98 (8), 58 (8). Product: C(C)N(CCC)CC1COC2=C(O1)C=C(C=C2F)S(=O)(=O)C (N-ETHYL-N-{[5-FLUORO-7-(METHYLSULFONYL)-2,3-DIHYDRO-1,4-BENZODIOXIN-2-YL]METHYL}PROPAN-1-AMINE). The solvent is C(C)#N (ACN). RXN SMILES: [F:1][C:2]1[C:11]2[O:10][CH2:9][CH:8]([CH2:12]OS(C3C=CC(C)=CC=3)(=O)=O)[O:7][C:6]=2[CH:5]=[C:4]([S:24]([CH3:27])(=[O:26])=[O:25])[CH:3]=1.[CH2:28]([NH:30][CH2:31][CH2:32][CH3:33])[CH3:29]>C(#N)C>[CH2:28]([N:30]([CH2:12][CH:8]1[O:7][C:6]2[CH:5]=[C:4]([S:24]([CH3:27])(=[O:25])=[O:26])[CH:3]=[C:2]([F:1])[C:11]=2[O:10][CH2:9]1)[CH2:31][CH2:32][CH3:33])[CH3:29]. Starting materials: O1CC1COC=1SC(=CN1)C(=O)NCCC1C2CCC1CC2 (1,2-epoxy-3-[5-(2-(bicyclo[2.2.1]hept-7-yl]ethylaminocarbonyl)thiazol-2-yloxy]propane), C(C)(C)(C)N (t-butylamine). Solvent: C(C)O (ethanol). Conditions: temperature -20 celsius, time 12 hour. Yields the product C(C)(C)(C)NCC(COC=1SC(=CN1)C(=O)NCCC1C2CCC1CC2)O (1-t-butylamino-3-(5-[2-(bicyclo[2.2.1]hept-7-yl)ethylaminocarbonyl]thiazol-2-yloxy)propan-2-ol). Reaction SMILES: [O:1]1[CH:3]([CH2:4][O:5][C:6]2[S:7][C:8]([C:11]([NH:13][CH2:14][CH2:15][CH:16]3[CH:20]4[CH2:21][CH2:22][CH:17]3[CH2:18][CH2:19]4)=[O:12])=[CH:9][N:10]=2)[CH2:2]1.[C:23]([NH2:27])([CH3:26])([CH3:25])[CH3:24]>C(O)C>[C:23]([NH:27][CH2:2][CH:3]([OH:1])[CH2:4][O:5][C:6]1[S:7][C:8]([C:11]([NH:13][CH2:14][CH2:15][CH:16]2[CH:20]3[CH2:21][CH2:22][CH:17]2[CH2:18][CH2:19]3)=[O:12])=[CH:9][N:10]=1)([CH3:26])([CH3:25])[CH3:24]. Reported procedure: This example illustrates the second step of the process of the invention for preparing the compounds of formula C. In this example a mixture containing 12 g. (0.037 mole) of 1,2-epoxy-3-[5-(2-(bicyclo[2.2.1]hept-7-yl]ethylaminocarbonyl)thiazol-2-yloxy]propane, 12 g. (0.164 mole) of t-butylamine and 20 ml. of ethanol is allowed to stand at room temperature for 12 hours. The mixture is then evaporated under vacuum to remove the ethanol solvent and the resulting residue dissolved in 50 ml. of ethyl...